This data is from the Open Reaction Database (ORD), a public repository of structured organic reaction records. The task is: describe an organic reaction: reactants, conditions, products, and yield Starting materials: FC=1C=CC(=NC1)C1=NOC(=C1/C=C/C=1SC(=CN1)C(=O)O)C (2-{(E)-2-[3-(5-fluoro-pyridin-2-yl)-5-methyl-isoxazol-4-yl]-vinyl}-thiazole-5-carboxylic acid), CN (methylamine). Product: CNC(=O)C1=CN=C(S1)\C=C\C=1C(=NOC1C)C1=NC=C(C=C1)F (2-{(E)-2-[3-(5-Fluoro-pyridin-2-yl)-5-methyl-isoxazol-4-yl]-vinyl}-thiazole-5-carboxylic acid methylamide). Yield: 77.0%. As a reaction SMILES: [F:1][C:2]1[CH:3]=[CH:4][C:5]([C:8]2[C:12](/[CH:13]=[CH:14]/[C:15]3[S:16][C:17]([C:20]([OH:22])=O)=[CH:18][N:19]=3)=[C:11]([CH3:23])[O:10][N:9]=2)=[N:6][CH:7]=1.[CH3:24][NH2:25]>>[CH3:24][NH:25][C:20]([C:17]1[S:16][C:15](/[CH:14]=[CH:13]/[C:12]2[C:8]([C:5]3[CH:4]=[CH:3][C:2]([F:1])=[CH:7][N:6]=3)=[N:9][O:10][C:11]=2[CH3:23])=[N:19][CH:18]=1)=[O:22]. Procedure details: As described for example 77c, 2-{(E)-2-[3-(5-fluoro-pyridin-2-yl)-5-methyl-isoxazol-4-yl]-vinyl}-thiazole-5-carboxylic acid (83 mg, 0.25 mmol) was converted, using methylamine (2M solution in THF) instead of 4-aminotetrahydropyran, to the title compound (66 mg, 77%) which was obtained as a yellow solid after purification by chromatography (silica, 0 to 100% ethyl acetate in heptane). MS: m/e=345.0 [M+H]+. Starting materials: CC(C)(C)c1cc2c(c(C(C)(C)C)c1)OC(=O)C2O, Cc1cccc(C)c1O, CC(=O)O, O, Cc1ccc(S(=O)(=O)O)cc1. Product: Cc1cc(C2C(=O)Oc3c2cc(C(C)(C)C)cc3C(C)(C)C)cc(C)c1O. Reaction SMILES: [C:1]([CH3:2])([CH3:3])([CH3:4])[c:5]1[cH:6][c:7]([C:16]([CH3:17])([CH3:18])[CH3:19])[c:8]2[c:9]([cH:15]1)[CH:10]([OH:14])[C:11](=[O:13])[O:12]2.[CH3:20][c:21]1[c:22]([OH:28])[c:23]([CH3:27])[cH:24][cH:25][cH:26]1.[CH3:41][C:42](=[O:43])[OH:44].[OH2:29].[c:30]1([CH3:31])[cH:32][cH:33][c:34]([S:35]([OH:36])(=[O:37])=[O:38])[cH:39][cH:40]1>>[C:1]([CH3:2])([CH3:3])([CH3:4])[c:5]1[cH:6][c:7]([C:16]([CH3:17])([CH3:18])[CH3:19])[c:8]2[c:9]([cH:15]1)[CH:10]([c:25]1[cH:24][c:23]([CH3:27])[c:22]([OH:28])[c:21]([CH3:20])[cH:26]1)[C:11](=[O:13])[O:12]2. Starting materials: [H-].[Na+] (sodium hydride), ClC=1C=CC2=C(SC=C2NC2=CC=NC=C2)C1 (6-Chloro-3-(4-pyridinylamino)benzo[b]thiophene), ice, S(=O)(=O)(OC)OC (dimethyl sulfate), ice water. Solvent: CN(C=O)C (dimethylformamide). Yields the product Cl.ClC=1C=CC2=C(SC=C2N(C2=CC=NC=C2)C)C1 (6-Chloro-3-(methyl-4-pyridinylamino)benzo[b]thiophene hydrochloride). Yield: 167.6%. Reaction SMILES: [Cl:1][C:2]1[CH:3]=[CH:4][C:5]2[C:9]([NH:10][C:11]3[CH:16]=[CH:15][N:14]=[CH:13][CH:12]=3)=[CH:8][S:7][C:6]=2[CH:17]=1.[H-].[Na+].S(OC)(O[CH3:24])(=O)=O>CN(C)C=O>[ClH:1].[Cl:1][C:2]1[CH:3]=[CH:4][C:5]2[C:9]([N:10]([CH3:24])[C:11]3[CH:16]=[CH:15][N:14]=[CH:13][CH:12]=3)=[CH:8][S:7][C:6]=2[CH:17]=1 |f:1.2,5.6|. Procedure details: 6-Chloro-3-(4-pyridinylamino)benzo[b]thiophene (3 g, 11.5 mmol) was added portionwise as a powder to an ice-cooled suspension of sodium hydride (60% oil dispersion, 0.7 g, 17.5 mmol, washed with heptane) in 25 mL of dimethylformamide. After anion formation was completed dimethyl sulfate (1.6 g, 12.7 mmol) was added. After one hour the reaction mixture was poured into ice-water and extracted with ether. The organic extract was washed with water and saturated sodium chloride solution, and dried (a...